This data is from the Open Reaction Database (ORD), a public repository of structured organic reaction records. The task is: describe an organic reaction: reactants, conditions, products, and yield The reactants are COc1ccc(N)cc1, CC(C)O, CCN(C(C)C)C(C)C, O=[N+]([O-])c1ccc(Oc2cc(Cl)ncn2)cc1. The product is COc1ccc(Nc2cc(Oc3ccc([N+](=O)[O-])cc3)ncn2)cc1. RXN SMILES: [CH3:18][O:19][c:20]1[cH:21][cH:22][c:23]([NH2:26])[cH:24][cH:25]1.[CH3:36][CH:37]([OH:38])[CH3:39].[CH:27]([N:28]([CH:29]([CH3:30])[CH3:31])[CH2:32][CH3:33])([CH3:34])[CH3:35].[Cl:1][c:2]1[n:3][cH:4][n:5][c:6]([O:8][c:9]2[cH:10][cH:11][c:12]([N+:15](=[O:16])[O-:17])[cH:13][cH:14]2)[cH:7]1>>[c:2]1([NH:26][c:23]2[cH:22][cH:21][c:20]([O:19][CH3:18])[cH:25][cH:24]2)[n:3][cH:4][n:5][c:6]([O:8][c:9]2[cH:10][cH:11][c:12]([N+:15](=[O:16])[O-:17])[cH:13][cH:14]2)[cH:7]1. Starting materials: C(C)(C)C1=C(C(=CC=C1)C(C)C)NS(=O)(=O)CC(=O)NC=1N=NN(N1)CCCCCCCCCCCC (2-(2,6-Diisopropyl-phenylsulfamoyl)-N-(dodecyl-2-H-tetrazol-5-yl)-acetamide), C(CCCCCCCCCCCCC)S (tetradecanethiol). The product is C(CCCCCCCCCCCCC)SC(CS(NC1=C(C=CC=C1C(C)C)C(C)C)(=O)=O)=O ((2,6-Diisopropylphenylsulfamoyl)-thio-acetic Acid S-tetradecyl Ester). RXN SMILES: [CH:1]([C:4]1[CH:9]=[CH:8][CH:7]=[C:6]([CH:10]([CH3:12])[CH3:11])[C:5]=1[NH:13][S:14]([CH2:17][C:18](NC1N=NN(CCCCCCCCCCCC)N=1)=[O:19])(=[O:16])=[O:15])([CH3:3])[CH3:2].[CH2:38]([SH:52])[CH2:39][CH2:40][CH2:41][CH2:42][CH2:43][CH2:44][CH2:45][CH2:46][CH2:47][CH2:48][CH2:49][CH2:50][CH3:51]>>[CH2:38]([S:52][C:18](=[O:19])[CH2:17][S:14](=[O:15])(=[O:16])[NH:13][C:5]1[C:6]([CH:10]([CH3:11])[CH3:12])=[CH:7][CH:8]=[CH:9][C:4]=1[CH:1]([CH3:3])[CH3:2])[CH2:39][CH2:40][CH2:41][CH2:42][CH2:43][CH2:44][CH2:45][CH2:46][CH2:47][CH2:48][CH2:49][CH2:50][CH3:51]. Reported procedure: This compound was prepared in the same manner as for the title compound of Example 2, except that 2-DAT was replaced with tetradecanethiol. The reactants are aqueous solution, [OH-].[Na+] (sodium hydroxide), styrene-maleic anhydride copolymer, [OH-].[Na+] (sodium hydroxide), C(C)(C)(C1=CC=C(C=C1)O)C1=CC=C(C=C1)O (4,4'-isopropylidenediphenol), 10, N1=C(N)N=C(N)N=C1N (melamine), C=O (formaldehyde). The solvent is O (water). Conditions: time 15 minute. The product is C=O.N1=C(N)N=C(N)N=C1N (melamine-formaldehyde). As a reaction SMILES: [OH-].[Na+].C(C1C=CC(O)=CC=1)(C1C=C[C:9]([OH:12])=CC=1)(C)C.[N:20]1[C:27]([NH2:28])=[N:26][C:24]([NH2:25])=[N:23][C:21]=1[NH2:22].C=O>O>[CH2:9]=[O:12].[N:20]1[C:27]([NH2:28])=[N:26][C:24]([NH2:25])=[N:23][C:21]=1[NH2:22] |f:0.1,6.7|. Reported procedure: In 100 parts of a 5% aqueous solution (pH 4.0) of a small quantity of sodium hydroxide together with styrene-maleic anhydride copolymer heated at 60° C. were dispersion-emulsified 80 parts of a color developer dispersion (previously pulverized and dispersed in a ball mill for 48 hours) obtained by dispersing 45 parts of 4,4'-isopropylidenediphenol in 55 parts of light oil to prepare an emulsion having an emulsion particle size of about 4 to 5 μm. Separately, a mixture of 10 parts of melamine, 25... The reactants are O=C(Cl)C(=O)Cl, ClCCl, CN(C)C=O, CC(c1ccccc1)N1CC(C(=O)O)C(c2ccsc2)C1. Yields the product CC(c1ccccc1)N1CC(C(=O)Cl)C(c2ccsc2)C1. Reaction SMILES: [Cl:22][C:23]([C:24]([Cl:25])=[O:26])=[O:27].[Cl:33][CH2:34][Cl:35].[O:28]=[CH:29][N:30]([CH3:31])[CH3:32].[c:1]1([CH:7]([CH3:8])[N:9]2[CH2:10][CH:11]([C:19](=[O:20])[OH:21])[CH:12]([c:14]3[cH:15][s:16][cH:17][cH:18]3)[CH2:13]2)[cH:2][cH:3][cH:4][cH:5][cH:6]1>>[c:1]1([CH:7]([CH3:8])[N:9]2[CH2:10][CH:11]([C:19](=[O:21])[Cl:22])[CH:12]([c:14]3[cH:15][s:16][cH:17][cH:18]3)[CH2:13]2)[cH:2][cH:3][cH:4][cH:5][cH:6]1. The reactants are NC1=C(C(=NC=N1)N[C@@H](C)C1=NN2C(C(N1C1=CC=CC=C1)=O)=C(C=C2)C)I ((S)-2-(1-((6-amino-5-iodopyrimidin-4-yl)amino)ethyl)-5-methyl-3-phenylpyrrolo[2,1-f][1,2,4]triazin-4(3H)-one), CC1(OB(OC1(C)C)C=1C=NNC1)C (4-(4,4,5,5-tetramethyl-1,3,2-dioxaborolan-2-yl)-1H-pyrazole), CC1(OB(OC1(C)C)C=1C=NNC1)C (4-(4,4,5,5-tetramethyl-1,3,2-dioxaborolan-2-yl)-1H-pyrazole). Reagents/catalysts: [Pd] (palladium). Solvent: C([O-])([O-])=O.[Na+].[Na+] (sodium carbonate). Conditions: temperature 80 celsius, time 18 hour. The product is NC1=C(C(=NC=N1)N[C@@H](C)C1=NN2C(C(N1C1=CC=CC=C1)=O)=CC=C2)C=2C=NNC2 ((S)-2-(1-((6-Amino-5-(1H-pyrazol-4-yl)pyrimidin-4-yl)amino)ethyl)-3-phenylpyrrolo[2,1-f][1,2,4]triazin-4(3H)-one). The yield is 28.8%. Reaction SMILES: [NH2:1][C:2]1[N:7]=[CH:6][N:5]=[C:4]([NH:8][C@H:9]([C:11]2[N:16]([C:17]3[CH:22]=[CH:21][CH:20]=[CH:19][CH:18]=3)[C:15](=[O:23])[C:14]3=[C:24](C)[CH:25]=[CH:26][N:13]3[N:12]=2)[CH3:10])[C:3]=1I.CC1(C)C(C)(C)OB([C:37]2[CH:38]=[N:39][NH:40][CH:41]=2)O1>[Pd].C(=O)([O-])[O-].[Na+].[Na+]>[NH2:1][C:2]1[N:7]=[CH:6][N:5]=[C:4]([NH:8][C@H:9]([C:11]2[N:16]([C:17]3[CH:18]=[CH:19][CH:20]=[CH:21][CH:22]=3)[C:15](=[O:23])[C:14]3=[CH:24][CH:25]=[CH:26][N:13]3[N:12]=2)[CH3:10])[C:3]=1[C:37]1[CH:38]=[N:39][NH:40][CH:41]=1 |f:3.4.5|. Reported procedure: The title compound was prepared following the experimental procedure described in Example 3 from 100 mg (0.21 mmol) of (S)-2-(1-((6-amino-5-iodopyrimidin-4-yl)amino)ethyl)-5-methyl-3-phenylpyrrolo[2,1-f][1,2,4]triazin-4(3H)-one and 62 mg (0.32 mmol) of 4-(4,4,5,5-tetramethyl-1,3,2-dioxaborolan-2-yl)-1H-pyrazole. The mixture was stirred at 80° C. for 18 hours and then an excess of 4-(4,4,5,5-tetramethyl-1,3,2-dioxaborolan-2-yl)-1H-pyrazole (62 mg), palladium catalyst (19 mg) and aqueous sodium ca... Starting materials: [Cl-].ClC=1C(=CC2=C(C(=NC(C3N2C(=[NH+]N3CCC)NC)C)C3=CC=C(C=C3)[N+](=O)[O-])C1)CC (8-chloro-9-ethyl-4-methyl-6-(p-nitrophenyl)-3-propyl-1-(methylamino)-4H-s-triazolo[4,3-a][1,4]benzodiazepinium chloride), C([O-])(O)=O.[Na+] (sodium bicarbonate). Reaction SMILES: [Cl-].[Cl:2][C:3]1[C:4](CC)=[CH:5][C:6]2[N:12]3[C:13]([NH:19][CH3:20])=[NH+:14][N:15]([CH2:16]CC)[CH:11]3[CH:10](C)[N:9]=[C:8]([C:22]3[CH:27]=[CH:26][C:25]([N+]([O-])=[O:29])=[CH:24][CH:23]=3)[C:7]=2[CH:31]=1.C(=O)(O)[O-].[Na+]>>[OH-:29].[NH:19]([C:13]1[N:12]2[C:6]3[CH:5]=[CH:4][C:3]([Cl:2])=[CH:31][C:7]=3[C:8]([C:22]3[CH:27]=[CH:26][CH:25]=[CH:24][CH:23]=3)=[N:9][CH2:10][CH:11]2[N:15]([CH3:16])[NH+:14]=1)[C:20]1[CH:5]=[CH:4][CH:3]=[CH:31][CH:7]=1 |f:0.1,2.3,4.5|. The product is [OH-].N(C1=CC=CC=C1)C1=[NH+]N(C2N1C1=C(C(=NC2)C2=CC=CC=C2)C=C(C=C1)Cl)C (1-Anilino-8-chloro-3-methyl-6-phenyl-4H-s-triazolo[4,3-a][1,4]benzodiazepinium hydroxide). Procedure details: The residue containing 1-anilino-8-chloro-3-methyl-6-phenyl-4H-s-triazolo[4,3-a][1,4]benzodiazepinium chloride (VIII) (obtained in A, above) is mixed with cold, dilute aqueous sodium bicarbonate solution and extracted with chloroform. The extract is washed with brine, dried with sodium sulfate and concentrated. The residue is crystallized to give 1-anilino-8-chloro-3-methyl-6-phenyl-4H-s-triazolo-[4,3-a][1,4]benzodiazepinium hydroxide inner salt (XI).